Dataset: the Open Reaction Database (ORD), a public repository of structured organic reaction records. Task: describe an organic reaction: reactants, conditions, products, and yield Reactants: CCOCC, CCCC[N+](CCCC)(CCCC)CCCC, O=Cc1ccccc1Oc1cc(Cl)ccc1[N+](=O)[O-], [OH-], O, O=S(=O)(O)O. Product: O=C(O)c1ccccc1Oc1cc(Cl)ccc1[N+](=O)[O-]. As a reaction SMILES: [CH2:20]([O:22][CH2:21][CH3:23])[CH3:24].[CH2:26]([N+:27]([CH2:28][CH2:29][CH2:30][CH3:31])([CH2:32][CH2:33][CH2:34][CH3:35])[CH2:36][CH2:37][CH2:38][CH3:39])[CH2:40][CH2:41][CH3:42].[Cl:1][c:2]1[cH:3][cH:4][c:5]([N+:17](=[O:18])[O-:19])[c:6]([O:7][c:8]2[c:9]([CH:10]=[O:11])[cH:12][cH:13][cH:14][cH:15]2)[cH:16]1.[OH-:25].[OH2:48].[S:43](=[O:44])(=[O:45])([OH:46])[OH:47]>>[Cl:1][c:2]1[cH:3][cH:4][c:5]([N+:17](=[O:18])[O-:19])[c:6]([O:7][c:8]2[c:9]([C:10](=[O:11])[OH:22])[cH:12][cH:13][cH:14][cH:15]2)[cH:16]1.